Dataset: the Open Reaction Database (ORD), a public repository of structured organic reaction records. Task: describe an organic reaction: reactants, conditions, products, and yield The reactants are IC1=CC=CC=C1 (iodobenzene), BrC1=NC=C(C=C1)B(O)O (2-bromopyridine-5-boronic acid), C(=O)([O-])[O-].[Na+].[Na+] (Na2CO3). The reagents and catalysts are C=1C=CC(=CC1)[P](C=2C=CC=CC2)(C=3C=CC=CC3)[Pd]([P](C=4C=CC=CC4)(C=5C=CC=CC5)C=6C=CC=CC6)([P](C=7C=CC=CC7)(C=8C=CC=CC8)C=9C=CC=CC9)[P](C=1C=CC=CC1)(C=1C=CC=CC1)C=1C=CC=CC1 (Pd(PPh3)4). Solvent: CN(C)C=O (DMF). Reaction conditions: temperature 60 celsius. Yields the product BrC1=NC=C(C=C1)C1=CC=CC=C1 (2-bromo-5-phenylpyridine). RXN SMILES: C([O-])([O-])=O.[Na+].[Na+].I[C:8]1[CH:13]=[CH:12][CH:11]=[CH:10][CH:9]=1.[Br:14][C:15]1[CH:20]=[CH:19][C:18](B(O)O)=[CH:17][N:16]=1>CN(C=O)C.C1C=CC([P]([Pd]([P](C2C=CC=CC=2)(C2C=CC=CC=2)C2C=CC=CC=2)([P](C2C=CC=CC=2)(C2C=CC=CC=2)C2C=CC=CC=2)[P](C2C=CC=CC=2)(C2C=CC=CC=2)C2C=CC=CC=2)(C2C=CC=CC=2)C2C=CC=CC=2)=CC=1>[Br:14][C:15]1[CH:20]=[CH:19][C:18]([C:8]2[CH:13]=[CH:12][CH:11]=[CH:10][CH:9]=2)=[CH:17][N:16]=1 |f:0.1.2,^1:32,34,53,72|. Procedure details: Na2CO3 (1.117 mL, 2.234 mmol) followed by Pd(PPh3)4 (51.6 mg, 0.045 mmol) were added to a solution of iodobenzene (0.1 mL, 0.894 mmol) and 2-bromopyridine-5-boronic acid (271 mg, 1.340 mmol) in DMF (4 mL). The reaction was heated at 60° C. for 4 h, cooled and concentrated. The residue was partitioned between EtOAc and water. The organic phase was washed with brine, dried (MgSO4), and concentrated. Chromatography over silica eluting with 4:1 hexanes:EtOAc afforded the title compound as an off-whi...